From a dataset of the Open Reaction Database (ORD), a public repository of structured organic reaction records. describe an organic reaction: reactants, conditions, products, and yield As a reaction SMILES: [CH:1]1([C:4]2[N:13]=[C:12]([C:14]([F:17])([F:16])[F:15])[CH:11]=[CH:10][C:5]=2[C:6](OC)=[O:7])[CH2:3][CH2:2]1.[H-].[Al+3].[Li+].[H-].[H-].[H-].CCOC(C)=O.C(C(C(C([O-])=O)O)O)([O-])=O.[Na+].[K+]>C1COCC1>[CH:1]1([C:4]2[C:5]([CH2:6][OH:7])=[CH:10][CH:11]=[C:12]([C:14]([F:17])([F:15])[F:16])[N:13]=2)[CH2:3][CH2:2]1 |f:1.2.3.4.5.6,8.9.10|. The product is C1(CC1)C1=NC(=CC=C1CO)C(F)(F)F ((2-cyclopropyl-6-(trifluoromethyl)pyridin-3-yl)methanol). Reactants: C1(CC1)C1=C(C(=O)OC)C=CC(=N1)C(F)(F)F (methyl 2-cyclopropyl-6-(trifluoromethyl)nicotinate), [H-].[Al+3].[Li+].[H-].[H-].[H-] (lithium aluminum hydride), C(=O)([O-])C(O)C(O)C(=O)[O-].[Na+].[K+] (potassium sodium tartrate), CCOC(=O)C (EtOAc). Procedure details: To a solution of methyl 2-cyclopropyl-6-(trifluoromethyl)nicotinate (1 g, 4.08 mmol) in THF (6 mL) at 0° C. under argon was added 1.0 M lithium aluminum hydride in THF solution (6 mL, 6.0 mmol). The reaction mixture was stirred at 0° C. for 15 min. EtOAc (20 mL) was added to the reaction mixture, which was then stirred at room temperature for 30 min. A 10% aqueous potassium sodium tartrate solution (20 mL) was added to the reaction mixture and stirring was continued for another 30 min. The organ... Yield: 100.4%. Run at temperature 0 celsius, time 15 minute. Run in C1CCOC1 (THF), C1CCOC1 (THF).